Dataset: the Open Reaction Database (ORD), a public repository of structured organic reaction records. Task: describe an organic reaction: reactants, conditions, products, and yield As a reaction SMILES: [Cl:1][C:2]1[C:12]2[CH:11]=[CH:10][C:9]3[CH:13]=[CH:14][CH:15]=[CH:16][C:8]=3[C:7](=[CH2:17])[C:6]=2[CH:5]=[CH:4][CH:3]=1.C12BC(CCC1)CCC2.[O:27]1CCCC1>>[Cl:1][C:2]1[C:12]2[CH:11]=[CH:10][C:9]3[CH:13]=[CH:14][CH:15]=[CH:16][C:8]=3[CH:7]([CH2:17][OH:27])[C:6]=2[CH:5]=[CH:4][CH:3]=1. Starting materials: ClC1=CC=CC=2C(C3=C(C=CC21)C=CC=C3)=C (1-chloro-5-methylene-dibenzo[a,d]cycloheptene), C12CCCC(CCC1)B2 (9-borabicyclo[3, 3,1]nonane), solution, O1CCCC1 (tetrahydrofuran), C1CCOC1 (THF). Procedure: To a solution of 1-chloro-5-methylene-dibenzo[a,d]cycloheptene (9.0 g) in dry tetrahydrofuran (60 ml), under an inert atmosphere was added 9-borabicyclo[3, 3,1]nonane (80.5 ml of a 0.5 molar solution in THF) at ambient temperature and the reaction mixture was then refluxed for 3h. After cooling, the reaction was quenched by the slow addition of 2N sodium hydroxide solution (180 ml) and 30% hydrogen peroxide (36 ml). After stirring vigorously at 0° C. for 45 minutes the reaction mixture was allow... Product: ClC1=CC=CC=2C(C3=C(C=CC21)C=CC=C3)CO (1-Chloro-5-hydroxymethyl-dibenzo[a,d]cyclo heptene). Run at temperature 0 celsius, time 45 minute. Product: ClC1=C(C=C(OCC2=CC=CC3=CC=CC=C23)C=C1)[N+](=O)[O-] (1-(4-Chloro-3-nitro-phenoxymethyl)-naphthalene). Starting materials: ClC1=C(C=C(C=C1)O)[N+](=O)[O-] (4-chloro-3-nitro-phenol), ClCC1=CC=CC2=CC=CC=C12 (1-Chloromethyl-naphthalene). Procedure: A solution of 4-chloro-3-nitro-phenol was reacted with 1-Chloromethyl-naphthalene using the conditions described in Example 10C to provide 1-(4-Chloro-3-nitro-phenoxymethyl)-naphthalene which was treated sequentially using the procedures from Examples 10D and 10E to provide the title product. Reaction SMILES: [Cl:1][C:2]1[CH:7]=[CH:6][C:5]([OH:8])=[CH:4][C:3]=1[N+:9]([O-:11])=[O:10].Cl[CH2:13][C:14]1[C:23]2[C:18](=[CH:19][CH:20]=[CH:21][CH:22]=2)[CH:17]=[CH:16][CH:15]=1>>[Cl:1][C:2]1[CH:7]=[CH:6][C:5]([O:8][CH2:13][C:14]2[C:23]3[C:18](=[CH:19][CH:20]=[CH:21][CH:22]=3)[CH:17]=[CH:16][CH:15]=2)=[CH:4][C:3]=1[N+:9]([O-:11])=[O:10].